This data is from the Open Reaction Database (ORD), a public repository of structured organic reaction records. The task is: describe an organic reaction: reactants, conditions, products, and yield Reactants: OCc1cc(Br)ccc1O, CCOC(C)=O, O=Cc1ccc([N+](=O)[O-])cc1, O=C(O)c1ccccc1. Product: O=[N+]([O-])c1ccc(C2OCc3cc(Br)ccc3O2)cc1. RXN SMILES: [Br:1][c:2]1[cH:3][cH:4][c:5]([OH:10])[c:6]([CH2:7][OH:8])[cH:9]1.[CH3:31][CH2:32][O:33][C:34](=[O:35])[CH3:36].[N+:11](=[O:12])([O-:13])[c:14]1[cH:15][cH:16][c:17]([CH:18]=[O:19])[cH:20][cH:21]1.[OH:22][C:23]([c:24]1[cH:25][cH:26][cH:27][cH:28][cH:29]1)=[O:30]>>[Br:1][c:2]1[cH:3][cH:4][c:5]2[c:6]([cH:9]1)[CH2:7][O:8][CH:18]([c:17]1[cH:16][cH:15][c:14]([N+:11](=[O:12])[O-:13])[cH:21][cH:20]1)[O:10]2. Starting materials: S1CCN(CC1)C(=O)CCN(C)C(=O)O[C@H](C(=O)OCC1=CC=CC=C1)CC1=CC=CC=C1 (benzyl 2(S)-[N-(2-thiomorpholinocarbonylethyl)-N-methylaminocarbonyloxy]-3-phenylpropionate), [OH-].[Na+] (sodium hydroxide). The solvent is CO (methanol). Conditions: time 1 hour. The product is S1CCN(CC1)C(=O)CCN(C)C(=O)O[C@H](C(=O)O)CC1=CC=CC=C1 (2(S)-[N-(2-thiomorpholinocarbonylethyl)-N-methylaminocarbonyloxy]-3-phenylpropionic acid). Yield: 93.2%. RXN SMILES: [S:1]1[CH2:6][CH2:5][N:4]([C:7]([CH2:9][CH2:10][N:11]([C:13]([O:15][C@@H:16]([CH2:27][C:28]2[CH:33]=[CH:32][CH:31]=[CH:30][CH:29]=2)[C:17]([O:19]CC2C=CC=CC=2)=[O:18])=[O:14])[CH3:12])=[O:8])[CH2:3][CH2:2]1.[OH-].[Na+]>CO>[S:1]1[CH2:2][CH2:3][N:4]([C:7]([CH2:9][CH2:10][N:11]([C:13]([O:15][C@@H:16]([CH2:27][C:28]2[CH:33]=[CH:32][CH:31]=[CH:30][CH:29]=2)[C:17]([OH:19])=[O:18])=[O:14])[CH3:12])=[O:8])[CH2:5][CH2:6]1 |f:1.2|. Procedure details: To a solution of benzyl 2(S)-[N-(2-thiomorpholinocarbonylethyl)-N-methylaminocarbonyloxy]-3-phenylpropionate (418 mg) in methanol (5 ml), which was cooled to 0° C., was added 1 N sodium hydroxide aqueous solution (1.33 ml). The mixture was stirred at ambient temperature for one hour. After evaporation of methanol, the residual basic aqueous solution was washed with chloroform (5 ml×2). Then the aqueous solution was acidified to pH 2 with 5% hydrochloric acid, and extracted with ethyl acetate (10... Reaction SMILES: [NH:1]1[CH2:6][CH:5]=[C:4]([C:7]2[C:15]3[C:10](=[CH:11][CH:12]=[CH:13][CH:14]=3)[NH:9][CH:8]=2)[CH2:3][CH2:2]1.C(=O)([O-])[O-].[Na+].[Na+].Cl[CH2:23][CH2:24][O:25][CH:26]1[CH2:31][CH2:30][CH2:29][CH2:28][O:27]1>CC(CC(C)C)=O>[O:27]1[CH2:28][CH2:29][CH2:30][CH2:31][CH:26]1[O:25][CH2:24][CH2:23][N:1]1[CH2:2][CH:3]=[C:4]([C:7]2[C:15]3[C:10](=[CH:11][CH:12]=[CH:13][CH:14]=3)[NH:9][CH:8]=2)[CH2:5][CH2:6]1 |f:1.2.3|. The product is O1C(CCCC1)OCCN1CCC(=CC1)C1=CNC2=CC=CC=C12 (3-[1-(2-{2-tetrahydropyranyloxy}-ethyl)-1,2,3,6-tetrahydro-4-pyridinyl]-1H-indole). Run in CC(=O)CC(C)C (isobutyl methyl ketone). Conditions: time 2 hour. The reactants are N1CCC(=CC1)C1=CNC2=CC=CC=C12 (3-(1,2,3,6-tetrahydro-4-pyridinyl)-1H-indole), ice water, C([O-])([O-])=O.[Na+].[Na+] (sodium carbonate), ClCCOC1OCCCC1 (2-(2-chloroethoxy)-tetrahydro-2H-pyran). Reported procedure: A solution of 6.93 g of 3-(1,2,3,6-tetrahydro-4-pyridinyl)-1H-indole [described in French Pat. No. 2,362,628] dissolved at 100° C. in 70 ml of isobutyl methyl ketone admixed with 11.13 g of sodium carbonate and 14 ml of 2-(2-chloroethoxy)-tetrahydro-2H-pyran was refluxed with stirring under an inert atmosphere for 51/2 hours and was then cooled and poured into ice water. The mixture was extracted with ethyl acetate and the organic phase was washed with water, with aqueous sodium chloride solutio... Starting materials: S1C(=CC=C1)S (thiophen-2-thiol), BrCCCC#N (4-bromobutyronitrile), C([O-])([O-])=O.[K+].[K+] (potassium carbonate). Solvent: CN(C=O)C (N,N-dimethylformamide). Product: S1C(=CC=C1)SCCCC#N (4-(2-thienylsulfanyl)butane nitrile). Isolated yield 93.7%. As a reaction SMILES: [S:1]1[CH:5]=[CH:4][CH:3]=[C:2]1[SH:6].Br[CH2:8][CH2:9][CH2:10][C:11]#[N:12].C(=O)([O-])[O-].[K+].[K+]>CN(C)C=O>[S:1]1[CH:5]=[CH:4][CH:3]=[C:2]1[S:6][CH2:8][CH2:9][CH2:10][C:11]#[N:12] |f:2.3.4|. Reported procedure: 2.3 g of thiophen-2-thiol, 3.0 g of 4-bromobutyronitrile and 5.5 g of potassium carbonate were stirred in N,N-dimethylformamide at room temperature to give 3.4 g of 4-(2-thienylsulfanyl)butane nitrile. 3.4 g of 4-(2-thienylsulfanyl)butane nitrile was reacted with 5.4 g of N-iodosuccinimide in N,N-dimethylformamide, whereby 5.5 g of the title compound was obtained as a pale yellow oil.